From a dataset of the Open Reaction Database (ORD), a public repository of structured organic reaction records. describe an organic reaction: reactants, conditions, products, and yield Reactants: CCC(=O)O, Cc1ccccc1, [Cl-], Oc1ccc(Cl)cc1, O, c1ccncc1. Product: CCC(=O)Oc1ccc(Cl)cc1. Reaction SMILES: [C:23]([CH2:24][CH3:25])(=[O:26])[OH:27].[CH3:15][c:16]1[cH:17][cH:18][cH:19][cH:20][cH:21]1.[Cl-:22].[Cl:1][c:2]1[cH:3][cH:4][c:5]([OH:8])[cH:6][cH:7]1.[OH2:28].[cH:9]1[cH:10][cH:11][n:12][cH:13][cH:14]1>>[Cl:1][c:2]1[cH:3][cH:4][c:5]([O:8][C:23]([CH2:24][CH3:25])=[O:26])[cH:6][cH:7]1. The reactants are O=C([O-])[O-], CCOC(C)=O, O=[N+]([O-])c1ccc(Cl)nc1OC1CCOCC1, [K+], [K+], C1COCCO1, O, c1ccc(P(c2ccccc2)(c2ccccc2)[Pd](P(c2ccccc2)(c2ccccc2)c2ccccc2)(P(c2ccccc2)(c2ccccc2)c2ccccc2)P(c2ccccc2)(c2ccccc2)c2ccccc2)cc1, OB(O)c1ccoc1. Yields the product O=[N+]([O-])c1ccc(-c2ccoc2)nc1OC1CCOCC1. Reaction SMILES: [C:26](=[O:27])([O-:28])[O-:29].[CH3:39][CH2:40][O:41][C:42]([CH3:43])=[O:44].[Cl:1][c:2]1[cH:3][cH:4][c:5]([N+:15](=[O:16])[O-:17])[c:6]([O:8][CH:9]2[CH2:10][CH2:11][O:12][CH2:13][CH2:14]2)[n:7]1.[K+:30].[K+:31].[O:33]1[CH2:34][CH2:35][O:36][CH2:37][CH2:38]1.[OH2:32].[cH:45]1[cH:46][cH:47][c:48]([P:49]([Pd:50]([P:51]([c:52]2[cH:53][cH:54][cH:55][cH:56][cH:57]2)([c:58]2[cH:59][cH:60][cH:61][cH:62][cH:63]2)[c:64]2[cH:65][cH:66][cH:67][cH:68][cH:69]2)([P:70]([c:71]2[cH:72][cH:73][cH:74][cH:75][cH:76]2)([c:77]2[cH:78][cH:79][cH:80][cH:81][cH:82]2)[c:83]2[cH:84][cH:85][cH:86][cH:87][cH:88]2)[P:89]([c:90]2[cH:91][cH:92][cH:93][cH:94][cH:95]2)([c:96]2[cH:97][cH:98][cH:99][cH:100][cH:101]2)[c:102]2[cH:103][cH:104][cH:105][cH:106][cH:107]2)([c:108]2[cH:109][cH:110][cH:111][cH:112][cH:113]2)[c:114]2[cH:115][cH:116][cH:117][cH:118][cH:119]2)[cH:120][cH:121]1.[o:18]1[cH:19][c:20]([B:23]([OH:24])[OH:25])[cH:21][cH:22]1>>[c:2]1(-[c:20]2[cH:19][o:18][cH:22][cH:21]2)[cH:3][cH:4][c:5]([N+:15](=[O:16])[O-:17])[c:6]([O:8][CH:9]2[CH2:10][CH2:11][O:12][CH2:13][CH2:14]2)[n:7]1. Starting materials: CC(c1ccc(Br)cc1)N1CCC(CC(C)(C)NS(C)(=O)=O)(c2ccccc2)OC1=O, O=c1ccc(B(O)O)c[nH]1. Yields the product CC(c1ccc(-c2ccc(=O)[nH]c2)cc1)N1CCC(CC(C)(C)NS(C)(=O)=O)(c2ccccc2)OC1=O. RXN SMILES: [Br:1][c:2]1[cH:3][cH:4][c:5]([CH:8]([CH3:9])[N:10]2[C:11](=[O:31])[O:12][C:13]([c:16]3[cH:17][cH:18][cH:19][cH:20][cH:21]3)([CH2:22][C:23]([CH3:24])([CH3:25])[NH:26][S:27](=[O:28])(=[O:29])[CH3:30])[CH2:14][CH2:15]2)[cH:6][cH:7]1.[O:32]=[c:33]1[nH:34][cH:35][c:36]([B:39]([OH:40])[OH:41])[cH:37][cH:38]1>>[c:2]1(-[c:36]2[cH:35][nH:34][c:33](=[O:32])[cH:38][cH:37]2)[cH:3][cH:4][c:5]([CH:8]([CH3:9])[N:10]2[C:11](=[O:31])[O:12][C:13]([c:16]3[cH:17][cH:18][cH:19][cH:20][cH:21]3)([CH2:22][C:23]([CH3:24])([CH3:25])[NH:26][S:27](=[O:28])(=[O:29])[CH3:30])[CH2:14][CH2:15]2)[cH:6][cH:7]1.